From a dataset of the Open Reaction Database (ORD), a public repository of structured organic reaction records. describe an organic reaction: reactants, conditions, products, and yield Starting materials: BrC=1C=C(C=CC1)C(CC(=O)C1=CC(=NC=C1)C)C1=C(C=CC=C1)C (3-(3-Bromo-phenyl)-1-(2-methyl-pyridin-4-yl)-3-o-tolyl-propan-1-one), COC(=O)C1=NC=C(C=C1)B(O)O (2-(methylcarboxy)pyridine-5-boronic acid). Yields the product CC1=NC=CC(=C1)C(CC(C1=C(C=CC=C1)C)C=1C=C(C=CC1)C=1C=CC(=NC1)C(=O)O)=O (5-{3-[3-(2-Methyl-pyridin-4-yl)-3-oxo-1-o-tolyl-propyl]-phenyl}-pyridine-2-carboxylic acid). Reaction SMILES: Br[C:2]1[CH:3]=[C:4]([CH:8]([C:19]2[CH:24]=[CH:23][CH:22]=[CH:21][C:20]=2[CH3:25])[CH2:9][C:10]([C:12]2[CH:17]=[CH:16][N:15]=[C:14]([CH3:18])[CH:13]=2)=[O:11])[CH:5]=[CH:6][CH:7]=1.C[O:27][C:28]([C:30]1[CH:35]=[CH:34][C:33](B(O)O)=[CH:32][N:31]=1)=[O:29]>>[CH3:18][C:14]1[CH:13]=[C:12]([C:10](=[O:11])[CH2:9][CH:8]([C:4]2[CH:3]=[C:2]([C:33]3[CH:34]=[CH:35][C:30]([C:28]([OH:27])=[O:29])=[N:31][CH:32]=3)[CH:7]=[CH:6][CH:5]=2)[C:19]2[CH:24]=[CH:23][CH:22]=[CH:21][C:20]=2[CH3:25])[CH:17]=[CH:16][N:15]=1. Procedure details: In analogy to example 74, step 6, from 3-(3-bromo-phenyl)-1-(2-methyl-pyridin-4-yl)-3-o-tolyl-propan-1-one (example 98, step 5) and 2-(methylcarboxy)pyridine-5-boronic acid (4 h at 80° C., 40 h at rt) was prepared the title compound as an off-white semisolid, MS (ESI−): m/z=435.2 ([M−H]−, 1Br). Starting materials: CCO, Cc1cc(-n2ccnc2)ccc1[N+](=O)[O-], [Cl-], [Na+], [OH-], O, O. The product is Cc1cc(-n2ccnc2)ccc1N. RXN SMILES: [CH3:21][CH2:22][OH:23].[CH3:4][c:5]1[cH:6][c:7](-[n:14]2[cH:15][n:16][cH:17][cH:18]2)[cH:8][cH:9][c:10]1[N+:11]([O-:12])=[O:13].[Cl-:3].[Na+:20].[OH-:19].[OH2:1].[OH2:2]>>[CH3:4][c:5]1[cH:6][c:7](-[n:14]2[cH:15][n:16][cH:17][cH:18]2)[cH:8][cH:9][c:10]1[NH2:11]. Starting materials: CN1N=C(C=2CCC=3C=NC(=NC3C21)S(=O)(=O)C)C(=O)N (1-methyl-8-(methylsulfonyl)-4,5-dihydro-1H-pyrazolo[4,3-h]quinazoline-3-carboxamide), C1(CCCCC1)N (cyclohexylamine). Solvent: CS(=O)C (dimethylsulfoxide). Product: C1(CCCCC1)NC1=NC=2C3=C(C=CC2C=N1)C(=NN3C)C(=O)N (8-(cyclohexylamino)-1-methyl-1H-pyrazolo[4,3-h]quinazoline-3-carboxamide), C1(CCCCC1)NC1=NC=2C3=C(CCC2C=N1)C(=NN3C)C(=O)N (8-(cyclohexylamino)-1-methyl-4,5-dihydro-1H-pyrazolo[4,3-h]quinazoline-3-carboxamide). RXN SMILES: [CH3:1][N:2]1[C:14]2[C:13]3[N:12]=[C:11](S(C)(=O)=O)[N:10]=[CH:9][C:8]=3[CH2:7][CH2:6][C:5]=2[C:4]([C:19]([NH2:21])=[O:20])=[N:3]1.[CH:22]1([NH2:28])[CH2:27][CH2:26][CH2:25][CH2:24][CH2:23]1>CS(C)=O>[CH:22]1([NH:28][C:11]2[N:10]=[CH:9][C:8]3[CH:7]=[CH:6][C:5]4[C:4]([C:19]([NH2:21])=[O:20])=[N:3][N:2]([CH3:1])[C:14]=4[C:13]=3[N:12]=2)[CH2:27][CH2:26][CH2:25][CH2:24][CH2:23]1.[CH:22]1([NH:28][C:11]2[N:10]=[CH:9][C:8]3[CH2:7][CH2:6][C:5]4[C:4]([C:19]([NH2:21])=[O:20])=[N:3][N:2]([CH3:1])[C:14]=4[C:13]=3[N:12]=2)[CH2:27][CH2:26][CH2:25][CH2:24][CH2:23]1. Procedure: 1.5 g of 1-methyl-8-(methylsulfonyl)-4,5-dihydro-1H-pyrazolo[4,3-h]quinazoline-3-carboxamide were dissolved in 100 mL of dry dimethylsulfoxide and 1.15 mL of cyclohexylamine were added. After 16 hours at 80° C. under nitrogen the solvent was evaporated at reduced pressure. The residue was then redissolved with dichloromethane and washed with water. The organic layer was dried over Na2SO4 and evaporated to dryness. By chromatography on a silica gel column (eluant dichloromethane/acetone 9/1) 300 ... Reactants: C1CCOC1, Cc1ccc(-c2ccc(C=O)c([N+](=O)[O-])c2)cc1. Product: Cc1ccc(-c2ccc(C=O)c(N)c2)cc1. Reaction SMILES: [CH2:19]1[O:20][CH2:21][CH2:22][CH2:23]1.[CH3:1][c:2]1[cH:3][cH:4][c:5](-[c:8]2[cH:9][c:10]([N+:16]([O-:17])=[O:18])[c:11]([CH:12]=[O:13])[cH:14][cH:15]2)[cH:6][cH:7]1>>[CH3:1][c:2]1[cH:3][cH:4][c:5](-[c:8]2[cH:9][c:10]([NH2:16])[c:11]([CH:12]=[O:13])[cH:14][cH:15]2)[cH:6][cH:7]1. The reactants are CC(O)C(NC(=O)OC(C)(C)C)C(=O)O, O=[N+]([O-])c1cc(F)ccc1F. Product: CC(Oc1ccc(F)cc1[N+](=O)[O-])C(NC(=O)OC(C)(C)C)C(=O)O. As a reaction SMILES: [C:1]([CH3:2])([CH3:3])([CH3:4])[O:5][C:6](=[O:7])[NH:8][CH:9]([C:10](=[O:11])[OH:12])[CH:13]([CH3:14])[OH:15].[F:16][c:17]1[c:18]([N+:24](=[O:25])[O-:26])[cH:19][c:20]([F:23])[cH:21][cH:22]1>>[C:1]([CH3:2])([CH3:3])([CH3:4])[O:5][C:6](=[O:7])[NH:8][CH:9]([C:10](=[O:11])[OH:12])[CH:13]([CH3:14])[O:15][c:17]1[c:18]([N+:24](=[O:25])[O-:26])[cH:19][c:20]([F:23])[cH:21][cH:22]1.